From a dataset of the Open Reaction Database (ORD), a public repository of structured organic reaction records. describe an organic reaction: reactants, conditions, products, and yield Starting materials: CN1C=CC2=CC=C(C=C12)C#N (1-Methyl-6-cyanoindole), [OH-].[K+] (potassium hydroxide), C(C)O.O (ethanol water). Product: CN1C=CC2=CC=C(C=C12)C(=O)O (1-methyl-1H-indole-6-carboxylic acid). Reaction SMILES: [CH3:1][N:2]1[C:10]2[C:5](=[CH:6][CH:7]=[C:8]([C:11]#N)[CH:9]=2)[CH:4]=[CH:3]1.[OH-:13].[K+].C(O)C.[OH2:18]>>[CH3:1][N:2]1[C:10]2[C:5](=[CH:6][CH:7]=[C:8]([C:11]([OH:18])=[O:13])[CH:9]=2)[CH:4]=[CH:3]1 |f:1.2,3.4|. Procedure: 1-Methyl-6-cyanoindole (3.12 g, 21.9 mmole) was heated at reflux in 180 mL of ethanol/water (8:1) containing 15 g of potassium hydroxide to give 3.0 g of 1-methyl-1H-indole-6-carboxylic acid as a white solid. Reactants: COc1ccc(Br)cc1CCNS(=O)(=O)c1ccc(Oc2ccc(F)cc2)cc1, O=CC(=O)O, O, O=C(O)C(F)(F)F. Product: COc1ccc(Br)c2c1CCN(S(=O)(=O)c1ccc(Oc3ccc(F)cc3)cc1)C2C(=O)O. Reaction SMILES: [Br:1][c:2]1[cH:3][cH:4][c:5]([O:28][CH3:29])[c:6]([CH2:8][CH2:9][NH:10][S:11](=[O:12])(=[O:13])[c:14]2[cH:15][cH:16][c:17]([O:20][c:21]3[cH:22][cH:23][c:24]([F:27])[cH:25][cH:26]3)[cH:18][cH:19]2)[cH:7]1.[C:31]([CH:32]=[O:33])(=[O:34])[OH:35].[OH2:30].[OH:36][C:37]([C:38]([F:39])([F:40])[F:41])=[O:42]>>[Br:1][c:2]1[cH:3][cH:4][c:5]([O:28][CH3:29])[c:6]2[c:7]1[CH:32]([C:31](=[O:34])[OH:35])[N:10]([S:11](=[O:12])(=[O:13])[c:14]1[cH:15][cH:16][c:17]([O:20][c:21]3[cH:22][cH:23][c:24]([F:27])[cH:25][cH:26]3)[cH:18][cH:19]1)[CH2:9][CH2:8]2.